This data is from the Open Reaction Database (ORD), a public repository of structured organic reaction records. The task is: describe an organic reaction: reactants, conditions, products, and yield The reactants are C(C)(C)(C)OC(=O)C1=CN=C(C=C1C(=O)O)Cl (5-(tert-butoxycarbonyl)-2-chloroisonicotinic acid), [H-].[Na+] (NaH), CN(C)C=O (DMF), C(C)(C)(C)OC(=O)C1=CN=C(C=C1C(=O)OC)Cl (Methyl 5-(tert-butoxycarbonyl)-2-chloroisonicotinate), CI (MeI). Solvent: O (water). Yields the product ClC=1C=C2C(=C(C(N(C2=CN1)C)=O)C(=O)OC)O (Methyl 6-chloro-4-hydroxy-1-methyl-2-oxo-1,2-dihydro-1,7-naphthyridine-3-carboxylate). As a reaction SMILES: C(OC(C1[C:13]([C:14]([O:16]C)=O)=[CH:12][C:11]([Cl:18])=[N:10][CH:9]=1)=O)(C)(C)C.[C:19]([O:23][C:24]([C:26]1C(C(O)=O)=CC(Cl)=NC=1)=[O:25])(C)(C)C.[H-].[Na+].CI.[CH3:40][N:41]([CH:43]=[O:44])[CH3:42]>O>[Cl:18][C:11]1[CH:12]=[C:13]2[C:40](=[CH:9][N:10]=1)[N:41]([CH3:42])[C:43](=[O:44])[C:26]([C:24]([O:23][CH3:19])=[O:25])=[C:14]2[OH:16] |f:2.3|. Procedure details: Methyl 5-(tert-butoxycarbonyl)-2-chloroisonicotinate. To a solution of 5-(tert-butoxycarbonyl)-2-chloroisonicotinic acid (1 g, 3.7 mmol) in dry DMF (10 mL) was added NaH (60% suspension in mineral oil, 0.37 g, 9.24 mmol) in small portions with stirring and cooling using an ice-bath. After addition, the reaction mixture was treated with MeI (0.524 mL, 9.24 mmol) dropwise, and then stirred at room temperature for 1 hour. The reaction mixture was poured into water and stirred at room temperature fo...